Dataset: the Open Reaction Database (ORD), a public repository of structured organic reaction records. Task: describe an organic reaction: reactants, conditions, products, and yield Starting materials: OC1=C(C=CC(=C1O)O)C(C)=O (2′,3′,4′-trihydroxyacetophenone), C([O-])([O-])=O.[K+].[K+] (potassium carbonate), S(=O)(=O)(OC[C@H]1CO1)C1=CC=C(C)C=C1 ((R)-glycidyl tosylate). Run in CN(C)C=O (DMF). Reaction conditions: temperature 70 celsius. Product: OC1=C(C=CC=2OCC(OC21)CO)C(C)=O (1-[5-Hydroxy-3-(hydroxymethyl)-2,3-dihydro-1,4-benzodioxin-6-yl]-1-ethanone). Reaction SMILES: [OH:1][C:2]1[C:7]([OH:8])=[C:6]([OH:9])[CH:5]=[CH:4][C:3]=1[C:10](=[O:12])[CH3:11].C(=O)([O-])[O-].[K+].[K+].S(C1C=CC(C)=CC=1)([O:22][CH2:23][C@@H:24]1O[CH2:25]1)(=O)=O>CN(C=O)C>[OH:1][C:2]1[C:7]2[O:8][CH:24]([CH2:23][OH:22])[CH2:25][O:9][C:6]=2[CH:5]=[CH:4][C:3]=1[C:10](=[O:12])[CH3:11] |f:1.2.3|. Reported procedure: To a solution of 2′,3′,4′-trihydroxyacetophenone (10.6 g, 63.0 mmole) in DMF (75 mL) was added potassium carbonate (17.4 g, 126 mmole). After 5 minutes (R)-glycidyl tosylate (9.67 g, 42.3 mmole) was added, then the heterogeneous mixture was heated to 70° C. for 3 hours. After removal of the solvent in vacuum, the residue was taken into water (800 mL) and was then extracted with ethyl acetate (4×300 mL). The combined organic layers were dried over magnesium sulfate, filtered and evaporate to dryn... Starting materials: BrCC1=C2C=C(N3C2=C(C=C1)C(CCCC3)=O)C(=O)OCC (ethyl 5,6,7,8-tetrahydro-11-bromomethyl-8-oxo-4H-azocino [3.2.1-hi]indole-2-carboxylate), C(C)(=O)[O-].[K+] (potassium acetate), [Cl-].[Na+] (sodium chloride). Run in CN(C=O)C (N,N-dimethylformamide). Conditions: time 2.5 hour. The product is C(C)(=O)OCC1=C2C=C(N3C2=C(C=C1)C(CCCC3)=O)C(=O)OCC (ethyl 5,6,7,8-tetrahydro-11-acetoxymethyl-8-oxo-4H-azocino [3.2.1-hi]indole-2-carboxylate). Yield: 84.6%. Reaction SMILES: Br[CH2:2][C:3]1[CH:11]=[CH:10][C:9]2[C:12](=[O:17])[CH2:13][CH2:14][CH2:15][CH2:16][N:7]3[C:8]=2[C:4]=1[CH:5]=[C:6]3[C:18]([O:20][CH2:21][CH3:22])=[O:19].[C:23]([O-:26])(=[O:25])[CH3:24].[K+].[Cl-].[Na+]>CN(C)C=O>[C:23]([O:26][CH2:2][C:3]1[CH:11]=[CH:10][C:9]2[C:12](=[O:17])[CH2:13][CH2:14][CH2:15][CH2:16][N:7]3[C:8]=2[C:4]=1[CH:5]=[C:6]3[C:18]([O:20][CH2:21][CH3:22])=[O:19])(=[O:25])[CH3:24] |f:1.2,3.4|. Reported procedure: A mixture of ethyl 5,6,7,8-tetrahydro-11-bromomethyl-8-oxo-4H-azocino [3.2.1-hi]indole-2-carboxylate (2.92 g, 8.02 mmol), potassium acetate (1.18 g, 12.0 mmol) and N,N-dimethylformamide (30 ml) was stirred at room temperature for 2.5 hours. The reaction mixture was poured into 10% aqueous sodium chloride solution and extracted with ethyl acetate. The extract was washed with 5% aqueous sodium chloride solution and dried over anhydrous magnesium sulfate. The solvent was distilled off and the obtai... The reactants are C1CCOC1, CO, COC(=O)c1cc(-c2ccccc2)on1, [Li+], [OH-], O, O. The product is O=C(O)c1cc(-c2ccccc2)on1. RXN SMILES: [CH2:19]1[O:20][CH2:21][CH2:22][CH2:23]1.[CH3:25][OH:26].[CH3:4][O:5][C:6](=[O:7])[c:8]1[n:9][o:10][c:11](-[c:13]2[cH:14][cH:15][cH:16][cH:17][cH:18]2)[cH:12]1.[Li+:2].[OH-:1].[OH2:24].[OH2:3]>>[O:5]=[C:6]([OH:7])[c:8]1[n:9][o:10][c:11](-[c:13]2[cH:14][cH:15][cH:16][cH:17][cH:18]2)[cH:12]1.